This data is from the Open Reaction Database (ORD), a public repository of structured organic reaction records. The task is: describe an organic reaction: reactants, conditions, products, and yield The reactants are C(C)(C)(C)C=1N=C(C2=C(N1)N(N=N2)CC2=CC=C(C=C2)OC)N2CCOCC2 (4-(5-tert-butyl-3-(4-methoxybenzyl)-3H-[1,2,3]triazolo[4,5-d]pyrimidin-7-yl)morpholine), C(C)(C)(C)C=1N=C(C2=C(N1)N(N=N2)CC2=CC=C(C=C2)OC)Cl (5-tert-butyl-7-chloro-3-(4-methoxybenzyl)-3H-[1,2,3]triazolo[4,5-d]pyrimidine), Cl.FC1(CNCC1(F)F)F (3,3,4,4-tetrafluoropyrrolidine hydrochloride). Reaction SMILES: C(C1N=C(N2CCOCC2)C2N=NN(CC3C=CC(OC)=CC=3)C=2N=1)(C)(C)C.[C:29]([C:33]1[N:34]=[C:35](Cl)[C:36]2[N:41]=[N:40][N:39]([CH2:42][C:43]3[CH:48]=[CH:47][C:46]([O:49][CH3:50])=[CH:45][CH:44]=3)[C:37]=2[N:38]=1)([CH3:32])([CH3:31])[CH3:30].Cl.[F:53][C:54]1([F:61])[C:58]([F:60])([F:59])[CH2:57][NH:56][CH2:55]1>>[C:29]([C:33]1[N:34]=[C:35]([N:56]2[CH2:57][C:58]([F:60])([F:59])[C:54]([F:61])([F:53])[CH2:55]2)[C:36]2[N:41]=[N:40][N:39]([CH2:42][C:43]3[CH:48]=[CH:47][C:46]([O:49][CH3:50])=[CH:45][CH:44]=3)[C:37]=2[N:38]=1)([CH3:32])([CH3:31])[CH3:30] |f:2.3|. Procedure details: In analogy to the procedure described for the synthesis of 4-(5-tert-butyl-3-(4-methoxybenzyl)-3H-[1,2,3]triazolo[4,5-d]pyrimidin-7-yl)morpholine (example 58, step c), the title compound was prepared from 5-tert-butyl-7-chloro-3-(4-methoxybenzyl)-3H-[1,2,3]triazolo[4,5-d]pyrimidine and 3,3,4,4-tetrafluoropyrrolidine hydrochloride and used without further purification in the consecutive step. The product is C(C)(C)(C)C=1N=C(C2=C(N1)N(N=N2)CC2=CC=C(C=C2)OC)N2CC(C(C2)(F)F)(F)F (5-tert-Butyl-3-(4-methoxy-benzyl)-7-(3,3,4,4-tetrafluoro-pyrrolidin-1-yl)-3H-[1,2,3]triazolo[4,5-d]pyrimidine). Solvent: CN(C)C=O (DMF). As a reaction SMILES: [O:1]=[C:2]1[NH:6][C:5](=[O:7])[C:4](=[CH:8][C:9]2[C:18]3[C:13](=[CH:14][CH:15]=[CH:16][CH:17]=3)[C:12]([O:19][CH2:20][CH2:21][CH2:22][C:23](O)=[O:24])=[CH:11][CH:10]=2)[S:3]1.ON1C2C=CC=CC=2N=N1.Cl.C(N=C=NCCCN(C)C)C.[C:48]([O:52][C:53](=[O:59])[NH:54][CH2:55][CH2:56][CH2:57][NH2:58])([CH3:51])([CH3:50])[CH3:49]>CN(C=O)C>[C:48]([O:52][C:53](=[O:59])[NH:54][CH2:55][CH2:56][CH2:57][NH:58][C:23](=[O:24])[CH2:22][CH2:21][CH2:20][O:19][C:12]1[C:13]2[C:18](=[CH:17][CH:16]=[CH:15][CH:14]=2)[C:9]([CH:8]=[C:4]2[S:3][C:2](=[O:1])[NH:6][C:5]2=[O:7])=[CH:10][CH:11]=1)([CH3:51])([CH3:49])[CH3:50] |f:2.3|. Product: C(C)(C)(C)OC(NCCCNC(CCCOC1=CC=C(C2=CC=CC=C12)C=C1C(NC(S1)=O)=O)=O)=O ((3-{4-[4-(2,4-dioxothiazolidin-5-ylidenemethyl)naphthalen-1-yloxy]butyrylamino}propyl)carbamic acid tert-butyl ester). Reported procedure: To a mixture of 4-[4-(2,4-dioxothiazolidin-5-ylidenemethyl)naphthalen-1-yloxy]butyric acid (example 291, 5.9 g, 16.5 mmol) and 1-hydroxybenzotriazole (3.35 g, 24.8 mmol) in DMF (60 mL) was added 1-ethyl-3-(3′-dimethylaminopropyl)carbodiimide hydrochloride (4.75 g, 24.8 mmol) and the resulting mixture was stirred at room temperature for 2 hours. N-(3-aminopropylcarbamic acid tert-butyl ester (3.45 g, 19.8 mmol) was added and the resulting mixture was stirred at room temperature for 16 hours. The ... Run at time 2 hour. Starting materials: C(C)(C)(C)OC(NCCCN)=O (3-aminopropylcarbamic acid tert-butyl ester), O=C1SC(C(N1)=O)=CC1=CC=C(C2=CC=CC=C12)OCCCC(=O)O (4-[4-(2,4-dioxothiazolidin-5-ylidenemethyl)naphthalen-1-yloxy]butyric acid), ON1N=NC2=C1C=CC=C2 (1-hydroxybenzotriazole), Cl.C(C)N=C=NCCCN(C)C (1-ethyl-3-(3′-dimethylaminopropyl)carbodiimide hydrochloride). Yield: 58.8%. Product: C1(=CC=CC2=CC=CC=C12)[C@@H](C)NC1CN(CCC1)C(=O)OCC1=CC=CC=C1 (benzyl 3-[(R)-1-(naphthalen-1-yl)ethylamino]piperidine-1-carboxylate). Procedure: 800 ml of a solution of 52.4 ml of oxalyl chloride in methylene chloride was cooled to −78° C., 53.2 ml of DMSO was added dropwise to the solution, and the mixture was stirred at −78° C. for 0.5 hour. A solution of 75.5 g of benzyl 3-hydroxypiperidine-1-carboxylate dissolved in 200 ml of methylene chloride was added dropwise to the mixture, and further 293 ml of triethylamine was added dropwise to the same, and the mixture was stirred for 16 hours while a temperature thereof was gradually raised... Solvent: C(Cl)(Cl)Cl (chloroform), C(Cl)Cl (methylene chloride), C(C)(=O)O (acetic acid). As a reaction SMILES: [CH2:1]([O:8][C:9]([N:11]1[CH2:16][CH2:15][CH2:14][C:13](=O)[CH2:12]1)=[O:10])[C:2]1[CH:7]=[CH:6][CH:5]=[CH:4][CH:3]=1.[C:18]1([C@H:28]([NH2:30])[CH3:29])[C:27]2[C:22](=[CH:23][CH:24]=[CH:25][CH:26]=2)[CH:21]=[CH:20][CH:19]=1.C(O[BH-](OC(=O)C)OC(=O)C)(=O)C.[Na+].[OH-].[Na+]>C(Cl)Cl.C(Cl)(Cl)Cl.C(O)(=O)C>[C:18]1([C@H:28]([NH:30][CH:13]2[CH2:14][CH2:15][CH2:16][N:11]([C:9]([O:8][CH2:1][C:2]3[CH:7]=[CH:6][CH:5]=[CH:4][CH:3]=3)=[O:10])[CH2:12]2)[CH3:29])[C:27]2[C:22](=[CH:23][CH:24]=[CH:25][CH:26]=2)[CH:21]=[CH:20][CH:19]=1 |f:2.3,4.5|. Reaction conditions: time 2 hour. Reactants: [OH-].[Na+] (sodium hydroxide), ( 3 ), C(C1=CC=CC=C1)OC(=O)N1CC(CCC1)=O (1-benzyloxycarbonyl-3-piperidone), C1(=CC=CC2=CC=CC=C12)[C@@H](C)N ((R)-(+)-1-(1-naphthyl)ethylamine), C(C)(=O)O[BH-](OC(C)=O)OC(C)=O.[Na+] (sodium triacetoxy borohydride). Yield: 79.1%. The reactants are C(O)([O-])=O.[Na+] (sodium hydrogencarbonate), C(O)([O-])=O.[Na+] (sodium hydrogencarbonate), FC(C(=O)OC(C(F)(F)F)=O)(F)F (trifluoroacetic anhydride), [Cl-].[NH4+] (ammonium chloride), [BH4-].[Na+] (NaBH4), C(C1=CC=CC=C1)N1[C@H]2C(C(C[C@@H]1CC2)=O)C(=O)OC (methyl (1R,5S)-8-benzyl-3-oxo-8-azabicyclo[3.2.1]octane-2-carboxylate). Reagents/catalysts: C(C)N(CC)CC (triethylamine), CN(C)C=1C=CN=CC1 (DMAP). Run in CO (methanol). Conditions: time 2 hour. Product: C(C1=CC=CC=C1)N1[C@H]2C(=CC[C@@H]1CC2)C(=O)OC (Methyl (1R,5S)-8-Benzyl-8-azabicyclo[3.2.1]octan-2-ene-2-carboxylate). Yield: 81.2%. Reaction SMILES: [BH4-].[Na+].[CH2:3]([N:10]1[C@H:15]2[CH2:16][CH2:17][C@@H:11]1[CH:12]([C:19]([O:21][CH3:22])=[O:20])[C:13](=O)[CH2:14]2)[C:4]1[CH:9]=[CH:8][CH:7]=[CH:6][CH:5]=1.[Cl-].[NH4+].C(=O)([O-])O.[Na+].FC(F)(F)C(OC(=O)C(F)(F)F)=O>C(N(CC)CC)C.CN(C1C=CN=CC=1)C.CO>[CH2:3]([N:10]1[C@H:15]2[CH2:16][CH2:17][C@@H:11]1[C:12]([C:19]([O:21][CH3:22])=[O:20])=[CH:13][CH2:14]2)[C:4]1[CH:5]=[CH:6][CH:7]=[CH:8][CH:9]=1 |f:0.1,3.4,5.6|. Procedure details: Under a nitrogen atmosphere, NaBH4 (69.6 mg, 1.84 mmol) was added to a methanol (10 ml) solution of the methyl (1R,5S)-8-benzyl-3-oxo-8-azabicyclo[3.2.1]octane-2-carboxylate ((−)-2b) (264 mg, 0.92 mmol) obtained in Example 19, in an ice bath, and the reaction mixture was stirred for 2 hours. After completion of the reaction, a saturated aqueous ammonium chloride solution was added to the reaction mixture and the excess solvent was evapolated under reduced pressure. The residue was adjusted to pH... Reactants: C(C=C)C1(CC1)S(=O)(=O)[O-].[K+] (potassium 1-allylcyclopropane-1-sulfonate), S(=O)(Cl)Cl (thionyl chloride). The reagents and catalysts are CN(C)C=O (DMF). The product is C(C=C)C1(CC1)S(=O)(=O)Cl (1-allylcyclopropane-1-sulfonyl chloride). RXN SMILES: [CH2:1]([C:4]1([S:7]([O-:10])(=O)=[O:8])[CH2:6][CH2:5]1)[CH:2]=[CH2:3].[K+].S(Cl)([Cl:14])=O>CN(C=O)C>[CH2:1]([C:4]1([S:7]([Cl:14])(=[O:10])=[O:8])[CH2:6][CH2:5]1)[CH:2]=[CH2:3] |f:0.1|. Procedure: A solution of potassium 1-allylcyclopropane-1-sulfonate (3.44 g, 17.2 mmol), thionyl chloride (10 ml) and DMF (5 drops) was refluxed at 60° C. for 16 h. The volatiles evaporated under reduced pressure and the residue extracted with CH2Cl2 (50 ml). The extract was washed with water, dried (MgSO4) and evaporated to obtain the crude product as yellow gummy oil which was washed with hexane and used in the next reaction without further purification (2.7 g, 15 mmol, 87%). 1HNMR (300 MHz, CDCl3): δ 5.7... Reactants: BrC(Br)(Br)Br, O=C([O-])O, ClCCl, [Na+], CCOC(=O)CCCn1cc(C(=O)c2ccc(OC(CCO)c3ccccc3)cc2)c2ccccc21, c1ccc(P(c2ccccc2)c2ccccc2)cc1. Product: CCOC(=O)CCCn1cc(C(=O)c2ccc(OC(CCBr)c3ccccc3)cc2)c2ccccc21. As a reaction SMILES: [C:56]([Br:57])([Br:58])([Br:59])[Br:60].[C:61](=[O:62])([OH:63])[O-:64].[CH2:66]([Cl:67])[Cl:68].[Na+:65].[c:1]1([CH:7]([CH2:8][CH2:9][OH:10])[O:11][c:12]2[cH:13][cH:14][c:15]([C:16](=[O:17])[c:18]3[cH:19][n:20]([CH2:27][CH2:28][CH2:29][C:30](=[O:31])[O:32][CH2:33][CH3:34])[c:21]4[cH:22][cH:23][cH:24][cH:25][c:26]34)[cH:35][cH:36]2)[cH:2][cH:3][cH:4][cH:5][cH:6]1.[c:37]1([P:38]([c:39]2[cH:40][cH:41][cH:42][cH:43][cH:44]2)[c:45]2[cH:46][cH:47][cH:48][cH:49][cH:50]2)[cH:51][cH:52][cH:53][cH:54][cH:55]1>>[c:1]1([CH:7]([CH2:8][CH2:9][Br:57])[O:11][c:12]2[cH:13][cH:14][c:15]([C:16](=[O:17])[c:18]3[cH:19][n:20]([CH2:27][CH2:28][CH2:29][C:30](=[O:31])[O:32][CH2:33][CH3:34])[c:21]4[cH:22][cH:23][cH:24][cH:25][c:26]34)[cH:35][cH:36]2)[cH:2][cH:3][cH:4][cH:5][cH:6]1. The solvent is [OH-].[Na+] (NaOH). Reaction conditions: time 1 hour. Starting materials: C(C)[SiH](CC)CC (Triethylsilane), COC(CN1C=CC2=CC=C(C=C12)S(=O)(=O)N1CCN(CC1)C1=CC=C(C=C1)OC(F)(F)F)=O ({6-[4-(4-trifluoromethoxy-phenyl)-piperazine-1-sulfonyl]-indol-1-yl}-acetic acid methyl ester), FC(C(=O)O)(F)F (trifluoroacetic acid), C(C)[SiH](CC)CC (triethylsilane). Reported procedure: Triethylsilane (0.13 mL, 0.77 mmol) was added to a solution of {6-[4-(4-trifluoromethoxy-phenyl)-piperazine-1-sulfonyl]-indol-1-yl}-acetic acid methyl ester (82 mg, 0.16 mmol) and trifluoroacetic acid (4 mL) at rt. After 1 h, more triethylsilane (0.2 mL, 1.2 mmol) was added. After an additional 4 h, the reaction was poured into 1.2 M NaOH (50 mL) and extracted with CH2Cl2 (3×30 mL). The combined organic extracts were dried, filtered, concentrated and purified by silica gel chromatography (4:1→3:... The product is COC(CN1CCC2=CC=C(C=C12)S(=O)(=O)N1CCN(CC1)C1=CC=C(C=C1)OC(F)(F)F)=O ({6-[4-(4-trifluoromethoxy-phenyl)-piperazine-1-sulfonyl]-2,3-dihydro-indol-1-yl}-acetic acid methyl ester). As a reaction SMILES: C([SiH](CC)CC)C.[CH3:8][O:9][C:10](=[O:41])[CH2:11][N:12]1[C:20]2[C:15](=[CH:16][CH:17]=[C:18]([S:21]([N:24]3[CH2:29][CH2:28][N:27]([C:30]4[CH:35]=[CH:34][C:33]([O:36][C:37]([F:40])([F:39])[F:38])=[CH:32][CH:31]=4)[CH2:26][CH2:25]3)(=[O:23])=[O:22])[CH:19]=2)[CH:14]=[CH:13]1.FC(F)(F)C(O)=O>[OH-].[Na+]>[CH3:8][O:9][C:10](=[O:41])[CH2:11][N:12]1[C:20]2[C:15](=[CH:16][CH:17]=[C:18]([S:21]([N:24]3[CH2:29][CH2:28][N:27]([C:30]4[CH:35]=[CH:34][C:33]([O:36][C:37]([F:39])([F:40])[F:38])=[CH:32][CH:31]=4)[CH2:26][CH2:25]3)(=[O:23])=[O:22])[CH:19]=2)[CH2:14][CH2:13]1 |f:3.4|. Starting materials: CCO, COc1ccc2c(c1)-c1c(ccn1CC(C)N=[N+]=[N-])CC2, O=[Pt]. Yields the product COc1ccc2c(c1)-c1c(ccn1CC(C)N)CC2. RXN SMILES: [CH3:22][CH2:23][OH:24].[N:1](=[N+:2]=[N-:3])[CH:4]([CH2:5][n:6]1[cH:7][cH:8][c:9]2[c:14]1-[c:13]1[c:12]([cH:18][cH:17][c:16]([O:19][CH3:20])[cH:15]1)[CH2:11][CH2:10]2)[CH3:21].[Pt:25]=[O:26]>>[NH2:1][CH:4]([CH2:5][n:6]1[cH:7][cH:8][c:9]2[c:14]1-[c:13]1[c:12]([cH:18][cH:17][c:16]([O:19][CH3:20])[cH:15]1)[CH2:11][CH2:10]2)[CH3:21]. Reactants: solution, C(CCC)[Li] (n-butyllithium), C(C)(C)(C)C1=CC(=C(C=C1)C=1OCC(N1)(C)C)C1OCCCO1 (2-(4-tert-butyl-2-1,3-dioxinan-2-yl-phenyl)-4,4-dimethyl-4,5-dihydro-oxazole), C1=CC=C(C=C1)S(=O)(=O)N(F)S(=O)(=O)C2=CC=CC=C2 (N-fluorobenzenesulfonimide), [NH4+].[Cl-] (NH4Cl), N#N (N2). The solvent is CCCCCC (hexane), CCOCC (Et2O), C1CCOC1 (THF), C1CCOC1 (THF). Conditions: temperature -78 celsius. Product: C(C)(C)(C)C1=CC(=C(C(=C1)F)C=1OCC(N1)(C)C)C1OCCCO1 (2-(4-tert-Butyl-2-1,3-dioxinan-2-yl-6-fluoro-phenyl)-4,4-dimethyl-4,5-dihydro-oxazole). Isolated yield 36.2%. Reaction SMILES: [C:1]([C:5]1[CH:10]=[CH:9][C:8]([C:11]2[O:12][CH2:13][C:14]([CH3:17])([CH3:16])[N:15]=2)=[C:7]([CH:18]2[O:23][CH2:22][CH2:21][CH2:20][O:19]2)[CH:6]=1)([CH3:4])([CH3:3])[CH3:2].N#N.C([Li])CCC.C1C=CC(S(N(S(C2C=CC=CC=2)(=O)=O)[F:41])(=O)=O)=CC=1.[NH4+].[Cl-]>CCCCCC.C1COCC1.CCOCC>[C:1]([C:5]1[CH:10]=[C:9]([F:41])[C:8]([C:11]2[O:12][CH2:13][C:14]([CH3:17])([CH3:16])[N:15]=2)=[C:7]([CH:18]2[O:23][CH2:22][CH2:21][CH2:20][O:19]2)[CH:6]=1)([CH3:2])([CH3:3])[CH3:4] |f:4.5|. Procedure details: A 200 mL round bottom flask containing 4.92 g (15.5 mmol) of vacuum-dried 2-(4-tert-butyl-2-1,3-dioxinan-2-yl-phenyl)-4,4-dimethyl-4,5-dihydro-oxazole was fitted with a stir bar, septum, and nitrogen inlet. Established and maintained N2 atmosphere. Added 100 mL of anhydrous THF. Cooled the solution to −78° C. Stirred rapidly and added 7.5 mL (19 mmol) of a 2.5 M solution of n-butyllithium in hexane dropwise over 5 minutes. Stirred the clear yellow solution at −17° C. for 3 hr. The solution becam...